This data is from the Open Reaction Database (ORD), a public repository of structured organic reaction records. The task is: describe an organic reaction: reactants, conditions, products, and yield Starting materials: C(C)OC(=O)N=NC(=O)OCC (azodicarboxylic acid diethyl ester), C1(=CC=CC=C1)P(C1=CC=CC=C1)C1=CC=CC=C1 (triphenylphosphine), FC(C1=C(CO)C=CC=C1)(F)F (o-trifluoromethylbenzyl alcohol), solution, N=[N+]=[N-] (hydrazoic acid). The solvent is C1(=CC=CC=C1)C (toluene), C1(=CC=CC=C1)C (toluene), C1(=CC=CC=C1)C (toluene). Run at time 2 hour. Yields the product FC(C1=C(CN=[N+]=[N-])C=CC=C1)(F)F (o-trifluoromethylbenzyl azide). Reaction SMILES: C(OC(N=NC(OCC)=O)=O)C.C1(P(C2C=CC=CC=2)C2C=CC=CC=2)C=CC=CC=1.[F:32][C:33]([F:43])([F:42])[C:34]1[CH:41]=[CH:40][CH:39]=[CH:38][C:35]=1[CH2:36]O.[NH:44]=[N+:45]=[N-:46]>C1(C)C=CC=CC=1>[F:32][C:33]([F:43])([F:42])[C:34]1[CH:41]=[CH:40][CH:39]=[CH:38][C:35]=1[CH2:36][N:44]=[N+:45]=[N-:46]. Procedure details: First a solution of 17.4 g (0.1 mol) of azodicarboxylic acid diethyl ester in 50 ml of toluene is added dropwise at 10°-20° to a solution of 26.2 g (0.1 mol) of triphenylphosphine in 260 ml of toluene and then, at 5°-10°, a solution of 17.6 g (0.1 mol) of o-trifluoromethylbenzyl alcohol in 120 ml of a 1N solution of hydrazoic acid in toluene is added dropwise thereto and the whole is stirred at room temperature for 2 hours. The precipitated hydrazinodicarboxylic acid ester is filtered off with s...